This data is from the Open Reaction Database (ORD), a public repository of structured organic reaction records. The task is: describe an organic reaction: reactants, conditions, products, and yield The reactants are C(C)(=O)C=1C(N(C(C1O)=O)C=1C=C(C(N(C1)C)=O)Cl)C1=CC=C(C=C1)Cl (5-(3-acetyl-2-(4-chlorophenyl)-4-hydroxy-5-oxo-2,5-dihydro-1H-pyrrol-1-yl)-3-chloro-1-methylpyridin-2(1H)-one), CNN (methyl hydrazine). The solvent is CCOCC.C(Cl)Cl (Et2O CH2Cl2), CC(=O)O (AcOH). Conditions: temperature 100 celsius, time 18 hour. Product: ClC1=CC(=CN(C1=O)C)N1C(C=2N(N=C(C2C1C1=CC=C(C=C1)Cl)C)C)=O (5-(5-chloro-1-methyl-6-oxo-1,6-dihydropyridin-3-yl)-4-(4-chlorophenyl)-1,3-dimethyl-4,5-dihydropyrrolo[3,4-c]pyrazol-6(1H)-one). Isolated yield 19.5%. As a reaction SMILES: [C:1]([C:4]1[CH:5]([C:20]2[CH:25]=[CH:24][C:23]([Cl:26])=[CH:22][CH:21]=2)[N:6]([C:11]2[CH:12]=[C:13]([Cl:19])[C:14](=[O:18])[N:15]([CH3:17])[CH:16]=2)[C:7](=[O:10])[C:8]=1O)(=O)[CH3:2].[CH3:27][NH:28][NH2:29]>CC(O)=O.CCOCC.C(Cl)Cl>[Cl:19][C:13]1[C:14](=[O:18])[N:15]([CH3:17])[CH:16]=[C:11]([N:6]2[CH:5]([C:20]3[CH:25]=[CH:24][C:23]([Cl:26])=[CH:22][CH:21]=3)[C:4]3[C:1]([CH3:2])=[N:29][N:28]([CH3:27])[C:8]=3[C:7]2=[O:10])[CH:12]=1 |f:3.4|. Procedure: To a stirred solution of 5-(3-acetyl-2-(4-chlorophenyl)-4-hydroxy-5-oxo-2,5-dihydro-1H-pyrrol-1-yl)-3-chloro-1-methylpyridin-2(1H)-one (Step 57.1) (300 mg, 0.763 mmol) in AcOH (5 mL) was added methyl hydrazine (0.201 mL, 3.81 mmol) and the reaction mixture was stirred for 18 hr at 100° C. The reaction mixture was concentrated under reduced pressure, quenched with a saturated aq. NaHCO3 solution and extracted with CH2Cl2). The combined organic layers were dried over Na2SO4 and evaporated under re... The reactants are Cc1nnnn1-c1cc(COC2CCCN(C(=O)OC(C)(C)C)C2c2ccccc2)cc(C(F)(F)F)c1, O=C([O-])[O-], O=C([O-])O, CCO, ClCC#CCCl, Cl, [K+], [K+], [Na+], O. Yields the product Cc1nnnn1-c1cc(COC2CCCN(CC#CCCl)C2c2ccccc2)cc(C(F)(F)F)c1. Reaction SMILES: [C:2]([O:3][C:7](=[O:4])[N:9]1[CH:10]([c:33]2[cH:34][cH:35][cH:36][cH:37][cH:38]2)[CH:11]([O:15][CH2:16][c:17]2[cH:18][c:19](-[n:27]3[n:28][n:29][n:30][c:31]3[CH3:32])[cH:20][c:21]([C:23]([F:24])([F:25])[F:26])[cH:22]2)[CH2:12][CH2:13][CH2:14]1)([CH3:5])([CH3:6])[CH3:8].[C:39](=[O:40])([O-:41])[O-:42].[C:51](=[O:52])([O-:53])[OH:54].[CH3:56][CH2:57][OH:58].[Cl:45][CH2:46][C:47]#[C:48][CH2:49][Cl:50].[ClH:1].[K+:43].[K+:44].[Na+:55].[OH2:59]>>[CH2:7]([N:9]1[CH:10]([c:33]2[cH:34][cH:35][cH:36][cH:37][cH:38]2)[CH:11]([O:15][CH2:16][c:17]2[cH:18][c:19](-[n:27]3[n:28][n:29][n:30][c:31]3[CH3:32])[cH:20][c:21]([C:23]([F:24])([F:25])[F:26])[cH:22]2)[CH2:12][CH2:13][CH2:14]1)[C:48]#[C:47][CH2:46][Cl:45]. The reactants are O=C([O-])[O-], CN(C)C=O, COCC(=O)Nc1cn2nc(I)ccc2n1, [K+], [K+], Nc1cccc(O)c1. Product: COCC(=O)Nc1cn2nc(Oc3cccc(N)c3)ccc2n1. Reaction SMILES: [C:17](=[O:18])([O-:19])[O-:20].[CH3:31][N:32]([CH3:33])[CH:34]=[O:35].[I:1][c:2]1[cH:3][cH:4][c:5]2[n:6]([n:7]1)[cH:8][c:9]([NH:11][C:12]([CH2:13][O:14][CH3:15])=[O:16])[n:10]2.[K+:21].[K+:22].[NH2:23][c:24]1[cH:25][cH:26][cH:27][c:28]([OH:29])[cH:30]1>>[c:2]1([O:29][c:28]2[cH:27][cH:26][cH:25][c:24]([NH2:23])[cH:30]2)[cH:3][cH:4][c:5]2[n:6]([n:7]1)[cH:8][c:9]([NH:11][C:12]([CH2:13][O:14][CH3:15])=[O:16])[n:10]2. The reactants are Cl (hydrochloric acid), C(CCCCCCCCC)C=1C=NC(=NC1)C1=CC=C(C=C1)O (5-n-decyl-2-(4-hydroxyphenyl)pyrimidine), [OH-].[K+] (potassium hydroxide), C(CCCC)OC(CCCCCOS(=O)(=O)C1=CC=C(C=C1)C)C (6-pentyloxyheptyl-p-toluenesulfonate). The solvent is O (water), CN(C=O)C (dimethylformamide). Reaction conditions: temperature 100 celsius, time 3 hour. Product: C(CCCCCCCCC)C=1C=NC(=NC1)C1=CC=C(C=C1)OCCCCCC(C)OCCCCC (5-n-decyl-2-[4-(6-pentyloxyheptyloxy)phenyl]pyrimidine). The yield is 37.6%. Reaction SMILES: [CH2:1]([C:11]1[CH:12]=[N:13][C:14]([C:17]2[CH:22]=[CH:21][C:20]([OH:23])=[CH:19][CH:18]=2)=[N:15][CH:16]=1)[CH2:2][CH2:3][CH2:4][CH2:5][CH2:6][CH2:7][CH2:8][CH2:9][CH3:10].[OH-].[K+].[CH2:26]([O:31][CH:32]([CH3:49])[CH2:33][CH2:34][CH2:35][CH2:36][CH2:37]OS(C1C=CC(C)=CC=1)(=O)=O)[CH2:27][CH2:28][CH2:29][CH3:30].Cl>O.CN(C)C=O>[CH2:1]([C:11]1[CH:12]=[N:13][C:14]([C:17]2[CH:18]=[CH:19][C:20]([O:23][CH2:37][CH2:36][CH2:35][CH2:34][CH2:33][CH:32]([O:31][CH2:26][CH2:27][CH2:28][CH2:29][CH3:30])[CH3:49])=[CH:21][CH:22]=2)=[N:15][CH:16]=1)[CH2:2][CH2:3][CH2:4][CH2:5][CH2:6][CH2:7][CH2:8][CH2:9][CH3:10] |f:1.2|. Procedure details: Separately, 3.12 g of 5-n-decyl-2-(4-hydroxyphenyl)pyrimidine and 0.53 g of potassium hydroxide were added to 14 ml of dimethylformamide, and the mixture was stirred for 3 hours at 100° C. To the mixture was added the above-prepared 2.98 g of 6-pentyloxyheptyl-p-toluenesulfonate followed by 5 hours of stirring under heating at 100° C. After the reaction, the reaction mixture was poured into 200 ml of cold water and acidified to about pH 3 with 6N-hydrochloric acid and extracted with benzene, fol... Reactants: N1CCCCC1 (Piperidine), C1=CC=CC=2C3=CC=CC=C3C(C12)COC(N[C@H](CO)C1CC2=CC=CC=C2C1)=O (9H-fluoren-9-ylmethyl-(1S)-1-(2,3-dihydro-1H-inden-2-yl)-2-hydroxyethylcarbamate). Solvent: CN(C)C=O (DMF), CN(C)C=O (DMF). Run at temperature 25 celsius, time 19 hour. Yields the product N[C@H](CO)C1CC2=CC=CC=C2C1 ((2S)-2-Amino-2-(2,3-dihydro-1H-inden-2-yl)ethanol). Isolated yield 225.2%. Reaction SMILES: N1CCCCC1.C1C2C(COC(=O)[NH:23][C@@H:24]([CH:27]3[CH2:35][C:34]4[C:29](=[CH:30][CH:31]=[CH:32][CH:33]=4)[CH2:28]3)[CH2:25][OH:26])C3C(=CC=CC=3)C=2C=CC=1>CN(C=O)C>[NH2:23][C@@H:24]([CH:27]1[CH2:35][C:34]2[C:29](=[CH:30][CH:31]=[CH:32][CH:33]=2)[CH2:28]1)[CH2:25][OH:26]. Reported procedure: 20% Piperidine in DMF (15 mL) was added to a solution of 9H-fluoren-9-ylmethyl-(1S)-1-(2,3-dihydro-1H-inden-2-yl)-2-hydroxyethylcarbamate (1.05 g, 2.63 mmol) in DMF (5 mL). The reaction was stirred at 25° C. for 19 h. After solvent evaporation, the crude product was dissolved in ethyl acetate (50 mL) and dried over MgSO4, filtered and concentrated to obtain a crude yellow oil (1.05 g). Mass Spectrum (+ESI): 179 (M+H)+.